This data is from the Open Reaction Database (ORD), a public repository of structured organic reaction records. The task is: describe an organic reaction: reactants, conditions, products, and yield The solvent is C(C)(=O)O (acetic acid). Starting materials: ONC(=N)C=1OC(=CC1)C1=CC=C(C=C1)C1=CC=C(C=C1)C(NO)=N (N-Hydroxy-5-[4′-(N-hydroxyamidino)-biphenyl-4-yl]-furan-2-carboxamidine), ( 30 ), ( 50 ), C(C)(=O)OC(C)=O (acetic anhydride), ( 100 ), ( 10 ). Isolated yield 71.0%. The reagents and catalysts are [Pd] (palladium on carbon). Conditions: time 8 hour. Procedure details: To a solution of 3 (1 mmol) in glacial acetic acid (10 mL) was slowly added acetic anhydride (0.35 mL). After stirring for overnight TLC indicated complete acylation of the starting material, then was added 10% palladium on carbon (80 mg). The mixture was placed on Parr hydrogenation apparatus at 50 psi for 4 h at room temperature. The mixture was filtered through hyflo and the filter pad washed with water. The filtrate was evaporated under reduced pressure and the precipitate was collected and ... Product: C(C)(=O)O.C(N)(=N)C1=CC=C(C=C1)C1=CC=C(C=C1)C1=CC=C(O1)C(=N)N (5-(4′-Amidinobiphenyl-4-yl)-furan-2-carboxamidine acetate salt). As a reaction SMILES: O[NH:2][C:3]([C:5]1[O:6][C:7]([C:10]2[CH:15]=[CH:14][C:13]([C:16]3[CH:21]=[CH:20][C:19]([C:22](=[NH:25])[NH:23]O)=[CH:18][CH:17]=3)=[CH:12][CH:11]=2)=[CH:8][CH:9]=1)=[NH:4].[C:26]([O:29]C(=O)C)(=[O:28])[CH3:27]>C(O)(=O)C.[Pd]>[C:26]([OH:29])(=[O:28])[CH3:27].[C:22]([C:19]1[CH:18]=[CH:17][C:16]([C:13]2[CH:14]=[CH:15][C:10]([C:7]3[O:6][C:5]([C:3]([NH2:4])=[NH:2])=[CH:9][CH:8]=3)=[CH:11][CH:12]=2)=[CH:21][CH:20]=1)(=[NH:23])[NH2:25] |f:4.5|. Starting materials: OCC(C#N)(C)C (3-hydroxy-2,2-dimethylpropanenitrile), C1(=CC=C(C=C1)S(=O)(=O)Cl)C (p-toluene-sulfonylchloride). Run in ClCCl (dichloromethane), N1=CC=CC=C1 (pyridine), C(C)OCC (diethylether). Conditions: time 12 hour. The product is CC1=CC=C(C=C1)S(=O)(=O)OCC(C)(C)C#N (2-Cyano-2-methylpropyl 4-methylbenzenesulfonate). RXN SMILES: [OH:1][CH2:2][C:3]([CH3:7])([CH3:6])[C:4]#[N:5].[C:8]1([CH3:18])[CH:13]=[CH:12][C:11]([S:14](Cl)(=[O:16])=[O:15])=[CH:10][CH:9]=1>ClCCl.N1C=CC=CC=1.C(OCC)C>[CH3:18][C:8]1[CH:13]=[CH:12][C:11]([S:14]([O:1][CH2:2][C:3]([C:4]#[N:5])([CH3:7])[CH3:6])(=[O:16])=[O:15])=[CH:10][CH:9]=1. Reported procedure: To a solution of 3-hydroxy-2,2-dimethylpropanenitrile (0.5 g) in dichloromethane (8 mL) and pyridine (1.5 mL) is added at 0° C. p-toluene-sulfonylchloride (1.0 g) in portions. The mixture is stirred for 12 hours at room temperature, diluted with diethylether and washed with 1 M aqueous HCl solution and brine. After drying (MgSO4) the solvent is evaporated and the residue is chromatographed on silica gel (petrole ether/ethyl acetate 90:10→50:50) to give the title compound. Yield: 770 mg; Mass spe... Reactants: FC1=C(C=C(C=C1)F)C1=C[C@H](N(C1)C(=O)OC(C)(C)C)C1=CC=CC=C1 (tert-butyl (2S)-4-(2,5-difluorophenyl)-2-phenyl-2,5-dihydro-1H-pyrrole-1-carboxylate), ClCCl (dichloromethane), FC(C(=O)O)(F)F (trifluoroacetic acid), C(=C)S(=O)(=O)C (methyl vinyl sulfone), C(=C)S(=O)(=O)C (methyl vinyl sulfone). The solvent is C(C)O (ethanol), O1CCOCC1 (dioxane). Reaction conditions: time 30 minute. The product is FC1=C(C=C(C=C1)F)C1=C[C@H](N(C1)CCS(=O)(=O)C)C1=CC=CC=C1 ((2S)-4-(2,5-difluorophenyl)-1-[2-(methylsulfonyl)ethyl]-2-phenyl-2,5-dihydro-1H-pyrrole). As a reaction SMILES: [F:1][C:2]1[CH:7]=[CH:6][C:5]([F:8])=[CH:4][C:3]=1[C:9]1[CH2:13][N:12]([C:14](OC(C)(C)C)=O)[C@H:11]([C:21]2[CH:26]=[CH:25][CH:24]=[CH:23][CH:22]=2)[CH:10]=1.ClCCl.FC(F)(F)C(O)=O.[CH:37]([S:39]([CH3:42])(=[O:41])=[O:40])=C>C(O)C.O1CCOCC1>[F:1][C:2]1[CH:7]=[CH:6][C:5]([F:8])=[CH:4][C:3]=1[C:9]1[CH2:13][N:12]([CH2:14][CH2:37][S:39]([CH3:42])(=[O:41])=[O:40])[C@H:11]([C:21]2[CH:22]=[CH:23][CH:24]=[CH:25][CH:26]=2)[CH:10]=1. Procedure: A solution of tert-butyl (2S)-4-(2,5-difluorophenyl)-2-phenyl-2,5-dihydro-1H-pyrrole-1-carboxylate (5-5, 100 mg, 0.280 mmol, 1 equiv) in a 4:1 mixture of dichloromethane and trifluoroacetic acid (20 mL) was stirred for 30 min, then concentrated. The residue was partitioned between saturated aqueous sodium bicarbonate solution and ethyl acetate (2×50 mL). The combined organic layers were dried over sodium sulfate and were concentrated. A solution of the residue and methyl vinyl sulfone (0.025 mL,... The reactants are CC(=O)O[C@@H]1[C@@H](SC=2C=CC=CC2N(C1=O)CCN(C)C)C=3C=CC(=CC3)OC.Cl (Diltiazem HCL), Eudragit® RS PO, CC(=O)O[C@@H]1[C@@H](SC=2C=CC=CC2N(C1=O)CCN(C)C)C=3C=CC(=CC3)OC.CC(=C)C(=O)OC.C(CC(O)(C(=O)OCC)CC(=O)OCC)(=O)OCC (Diltiazem Eudragit Triethly Citrate), Eudragit® RS PO, C(CC(O)(C(=O)OCC)CC(=O)OCC)(=O)OCC (Triethyl Citrate). Product: CC(=O)O[C@@H]1[C@@H](SC=2C=CC=CC2N(C1=O)CCN(C)C)C=3C=CC(=CC3)OC (Diltiazem). As a reaction SMILES: [CH3:1][C:2]([O:4][C@H:5]1[C:15](=[O:16])[N:14]([CH2:17][CH2:18][N:19]([CH3:21])[CH3:20])[C:13]2[CH:12]=[CH:11][CH:10]=[CH:9][C:8]=2[S:7][C@H:6]1[C:22]1[CH:23]=[CH:24][C:25]([O:28][CH3:29])=[CH:26][CH:27]=1)=[O:3].Cl.C(OCC)(=O)CC(CC(OCC)=O)(C(OCC)=O)O.CC(O[C@H]1C(=O)N(CCN(C)C)C2C=CC=CC=2S[C@H]1C1C=CC(OC)=CC=1)=O.CC(C(OC)=O)=C.C(OCC)(=O)CC(CC(OCC)=O)(C(OCC)=O)O>>[CH3:1][C:2]([O:4][C@H:5]1[C:15](=[O:16])[N:14]([CH2:17][CH2:18][N:19]([CH3:21])[CH3:20])[C:13]2[CH:12]=[CH:11][CH:10]=[CH:9][C:8]=2[S:7][C@H:6]1[C:22]1[CH:23]=[CH:24][C:25]([O:28][CH3:29])=[CH:26][CH:27]=1)=[O:3] |f:0.1,3.4.5|. Procedure: An appropriate amount of Diltiazem HCL, Eudragit® RS PO, and Triethyl Citrate is fed into an extruder hopper. The extruder to be used may have a double screw solids conveying mechanism that extends from the hopper through multiple heating zones to the extrusion nozzle, through the nozzle inlet. The solid mixture may then be passed through the heated extruder at a temperature range of about 75° C. to about 150° C., as determined by the temperature setting of the extruder heating zones so that mel... The reactants are C(C1=CC=CC=C1)N1CCC(CC1)C1=CC2=CC=C(C=C2C=C1)OC (1-benzyl-4-(6-methoxynaphth-2-yl)piperidine), Br (hydrobromic acid), [OH-].[Na+] (sodium hydroxide). Solvent: C(C)(=O)O (acetic acid). The product is C(C1=CC=CC=C1)N1CCC(CC1)C1=CC2=CC=C(C=C2C=C1)O (1-benzyl-4-(6-hydroxynaphth-2-yl)-piperidine). The yield is 79.5%. RXN SMILES: [CH2:1]([N:8]1[CH2:13][CH2:12][CH:11]([C:14]2[CH:23]=[CH:22][C:21]3[C:16](=[CH:17][CH:18]=[C:19]([O:24]C)[CH:20]=3)[CH:15]=2)[CH2:10][CH2:9]1)[C:2]1[CH:7]=[CH:6][CH:5]=[CH:4][CH:3]=1.Br.[OH-].[Na+]>C(O)(=O)C>[CH2:1]([N:8]1[CH2:13][CH2:12][CH:11]([C:14]2[CH:23]=[CH:22][C:21]3[C:16](=[CH:17][CH:18]=[C:19]([OH:24])[CH:20]=3)[CH:15]=2)[CH2:10][CH2:9]1)[C:2]1[CH:3]=[CH:4][CH:5]=[CH:6][CH:7]=1 |f:2.3|. Procedure: A mixture of 2.66 gm (8.0 mMol) 1-benzyl-4-(6-methoxynaphth-2-yl)piperidine and 2.3 mL (20 mMol) 48% hydrobromic acid in 15 mL acetic acid was stirred at reflux for about 18 hours. The reaction mixture was cooled and then neutralized by the addition of 5N sodium hydroxide. The mixture was extracted well with ethyl acetate and the combined organic extracts were washed with saturated aqueous sodium chloride, dried over sodium sulfate, and concentrated under reduced pressure. The residue was suspen... Product: N=1NN=C(C1)C1=NC=CC=C1 (2-(2H-1,2,3-triazol-4-yl)pyridine). Starting materials: C(#C)C1=NC=CC=C1 (2-Ethynylpyridine), C[Si](C)(C)N=[N+]=[N-] (trimethylsilylazide), ( g ), CCOCC (Et2O). RXN SMILES: [C:1]([C:3]1[CH:8]=[CH:7][CH:6]=[CH:5][N:4]=1)#[CH:2].C[Si]([N:13]=[N+:14]=[N-:15])(C)C.CCOCC>O>[N:13]1[NH:14][N:15]=[C:1]([C:3]2[CH:8]=[CH:7][CH:6]=[CH:5][N:4]=2)[CH:2]=1. Procedure: 2-Ethynylpyridine (3.1 g, 30 mmol) and trimethylsilylazide (7.9 mL, 60 mmol) were combined under Ar (g) and heated at 95° C. for 18 h. After cooling to ambient temperature, Et2O (50 mL) and H2O (2 mL) were added and the resulting reaction mixture was stirred for 2 h. The reaction mixture was then extracted with H2O (3×50 mL) and the organic layer extracted with 1M KOH (3×30 mL). The two aqueous layers were combined and the pH adjusted to 7 with HCl (2M), extracted with EtOAc (3×50 mL), dried ove... Run in O (H2O). Reaction conditions: temperature 95 celsius, time 2 hour.